This data is from the Open Reaction Database (ORD), a public repository of structured organic reaction records. The task is: describe an organic reaction: reactants, conditions, products, and yield Starting materials: CC#N, [O-][n+]1cc(CCl)ccc1Cl, [H-], O=[N+]([O-])N=C1NCCN1, [Na+]. Product: O=[N+]([O-])N=C1NCCN1Cc1ccc(Cl)[n+]([O-])c1. As a reaction SMILES: [CH3:22][C:23]#[N:24].[Cl:12][c:13]1[n+:14]([O-:21])[cH:15][c:16]([CH2:19][Cl:20])[cH:17][cH:18]1.[H-:1].[N+:3](=[O:4])([O-:5])[N:6]=[C:7]1[NH:8][CH2:9][CH2:10][NH:11]1.[Na+:2]>>[N+:3](=[O:4])([O-:5])[N:6]=[C:7]1[N:8]([CH2:19][c:16]2[cH:15][n+:14]([O-:21])[c:13]([Cl:12])[cH:18][cH:17]2)[CH2:9][CH2:10][NH:11]1. Starting materials: C1(C=2C(C(N1)=O)=CC=CC2)=O (phthalimide), C1(=CC=CC=C1)P(C1=CC=CC=C1)C1=CC=CC=C1 (triphenylphosphine), N(=NC(=O)OCC)C(=O)OCC (diethyl azodicarboxylate), [N+](=O)([O-])C=1C=CC2=C(C(=NCC=3N2C(=NN3)CCO)C3=C(C=CC=C3)Cl)C1 (8-nitro-1-(2-hydroxyethyl)-6-(o-chlorophenyl)-4H-s-triazolo[4,3-a]-[1,4]benzodiazepine). The solvent is O1CCOCC1 (dioxane). Product: [N+](=O)([O-])C=1C=CC2=C(C(=NCC=3N2C(=NN3)CCN3C(C=2C(C3=O)=CC=CC2)=O)C2=C(C=CC=C2)Cl)C1 (8-nitro-1-(2-phthalimidoethyl)-6-(o-chlorophenyl)-4H-s-triazolo[4,3-a][1,4]benzodiazepine). RXN SMILES: [N+:1]([C:4]1[CH:5]=[CH:6][C:7]2[N:13]3[C:14]([CH2:17][CH2:18]O)=[N:15][N:16]=[C:12]3[CH2:11][N:10]=[C:9]([C:20]3[CH:25]=[CH:24][CH:23]=[CH:22][C:21]=3[Cl:26])[C:8]=2[CH:27]=1)([O-:3])=[O:2].[C:28]1(=[O:38])[NH:32][C:31](=[O:33])[C:30]2=[CH:34][CH:35]=[CH:36][CH:37]=[C:29]12.C1(P(C2C=CC=CC=2)C2C=CC=CC=2)C=CC=CC=1.N(C(OCC)=O)=NC(OCC)=O>O1CCOCC1>[N+:1]([C:4]1[CH:5]=[CH:6][C:7]2[N:13]3[C:14]([CH2:17][CH2:18][N:32]4[C:28](=[O:38])[C:29]5=[CH:37][CH:36]=[CH:35][CH:34]=[C:30]5[C:31]4=[O:33])=[N:15][N:16]=[C:12]3[CH2:11][N:10]=[C:9]([C:20]3[CH:25]=[CH:24][CH:23]=[CH:22][C:21]=3[Cl:26])[C:8]=2[CH:27]=1)([O-:3])=[O:2]. Procedure: In the manner given in Example 2, 8-nitro-1-(2-hydroxyethyl)-6-(o-chlorophenyl)-4H-s-triazolo[4,3-a]-[1,4]benzodiazepine in dioxane is treated with phthalimide, triphenylphosphine and subsequently with diethyl azodicarboxylate to give 8-nitro-1-(2-phthalimidoethyl)-6-(o-chlorophenyl)-4H-s-triazolo[4,3-a][1,4]benzodiazepine. Starting materials: C(C)(C)(C)C=1C=C(N(N1)C1=CC=C(C=C1)C)NC(=O)NC=1C=NC(=CC1)N1CCNCC1 (1-(5-tert-butyl-2-p-tolyl-2H-pyrazol-3-yl)-3-(6-piperazin-1-yl-pyridin-3-yl)-urea), CC(CC(=O)O)CC (3-methyl-pentanoic acid), O.ON1N=NC2=C1C=CC=C2 (1-hydroxybenzotriazole hydrate), N=C=N (carbodiimide). Run in C(Cl)Cl.CN(C)C=O (CH2Cl2 DMF). Run at time 8 hour. Yields the product C(C)(C)(C)C=1C=C(N(N1)C1=CC=C(C=C1)C)NC(=O)NC=1C=NC(=CC1)N1CCN(CC1)C(CC(CC)C)=O (1-(5-tert-Butyl-2-p-tolyl-2H-pyrazol-3-yl)-3-{6-[4-(3-methyl-pentanoyl)-piperazin-1-yl]-pyridin-3-yl}-urea). Isolated yield 55.2%. Reaction SMILES: [C:1]([C:5]1[CH:6]=[C:7]([NH:17][C:18]([NH:20][C:21]2[CH:22]=[N:23][C:24]([N:27]3[CH2:32][CH2:31][NH:30][CH2:29][CH2:28]3)=[CH:25][CH:26]=2)=[O:19])[N:8]([C:10]2[CH:15]=[CH:14][C:13]([CH3:16])=[CH:12][CH:11]=2)[N:9]=1)([CH3:4])([CH3:3])[CH3:2].[CH3:33][CH:34]([CH2:39][CH3:40])[CH2:35][C:36](O)=[O:37].O.ON1C2C=CC=CC=2N=N1.N=C=N>C(Cl)Cl.CN(C=O)C>[C:1]([C:5]1[CH:6]=[C:7]([NH:17][C:18]([NH:20][C:21]2[CH:22]=[N:23][C:24]([N:27]3[CH2:28][CH2:29][N:30]([C:36](=[O:37])[CH2:35][CH:34]([CH3:33])[CH2:39][CH3:40])[CH2:31][CH2:32]3)=[CH:25][CH:26]=2)=[O:19])[N:8]([C:10]2[CH:15]=[CH:14][C:13]([CH3:16])=[CH:12][CH:11]=2)[N:9]=1)([CH3:4])([CH3:2])[CH3:3] |f:2.3,5.6|. Procedure: React 1-(5-tert-butyl-2-p-tolyl-2H-pyrazol-3-yl)-3-(6-piperazin-1-yl-pyridin-3-yl)-urea (0.20 g, 0.46 mmol) with 3-methyl-pentanoic acid (0.059 g, 0.51 mmol), 1-hydroxybenzotriazole hydrate (0.06 g, 0.46 mmol) and polymer supported carbodiimide (0.83 g, 1.0 mmol), suspended in a mixture CH2Cl2/DMF (18/1, mL). Stir the mixture at room temperature overnight and then filter and wash the resin with CH2Cl2. Concentrate and purify the residue with a SCX cartridge eluting with NH4OH/CH3OH 2N to yield 1... The reactants are primary amine, C(C1=CC=CC=C1)(=O)Cl (benzoyl chloride), N[C@H]1[C@@H](CC2=CC=CC=C12)O (trans-1-amino-2-indanol), N (ammonia), C(C)(=O)OC(C)=O (acetic anhydride). Yields the product C(C1=CC=CC=C1)(=O)N[C@H]1[C@@H](CC2=CC=CC=C12)O (trans-1-benzamido-2-indanol), C(C)(=O)N[C@H]1[C@@H](CC2=CC=CC=C12)O (trans-1-acetamido-2-indanol). Reaction SMILES: [NH2:1][C@@H:2]1[C:10]2[C:5](=[CH:6][CH:7]=[CH:8][CH:9]=2)[CH2:4][C@H:3]1[OH:11].N.[C:13](Cl)(=[O:20])[C:14]1[CH:19]=[CH:18][CH:17]=[CH:16][CH:15]=1.[C:22](OC(=O)C)(=[O:24])[CH3:23]>>[C:13]([NH:1][C@@H:2]1[C:10]2[C:5](=[CH:6][CH:7]=[CH:8][CH:9]=2)[CH2:4][C@H:3]1[OH:11])(=[O:20])[C:14]1[CH:19]=[CH:18][CH:17]=[CH:16][CH:15]=1.[C:22]([NH:1][C@@H:2]1[C:10]2[C:5](=[CH:6][CH:7]=[CH:8][CH:9]=2)[CH2:4][C@H:3]1[OH:11])(=[O:24])[CH3:23]. Procedure details: The trans amide can be made from the epoxide either (1) by treating the indene oxide with ammonia or a primary amine to produce a trans-1-amino-2-indanol and reacting the trans-1-amino-2-indanol with an acylating agent, or (2) by treating the epoxide with an amide anion to produce the trans hydroxy amide directly. In one embodiment the indene is oxidized with aqueous hypochlorite in the presence of a chiral salen catalyst to produce a partially resolved epoxide, which is converted to the partial... The reactants are C(C)OC(\C=C\C=1N(C(C2=CC(=C(C=C2C1C1=CC=CC=C1)C)C)=O)C)=O ((E)-3-(1,2-dihydro-2,6,7-trimethyl-1-oxo-4-phenylisoquinolin-3-yl)propenic acid ethyl ester), C1CCOC1 (THF). The reagents and catalysts are [C].[Pd] (palladium-carbon). Solvent: C(C)O (ethanol). Run at time 1.5 hour. Product: C(C)OC(CCC=1N(C(C2=CC(=C(C=C2C1C1=CC=CC=C1)C)C)=O)C)=O (3-(1,2-dihydro-2,6,7-trimethyl-1-oxo-4-phenylisoquinolin-3-yl)propionic acid ethyl ester). Isolated yield 84.5%. Reaction SMILES: [CH2:1]([O:3][C:4](=[O:27])/[CH:5]=[CH:6]/[C:7]1[N:8]([CH3:26])[C:9](=[O:25])[C:10]2[C:15]([C:16]=1[C:17]1[CH:22]=[CH:21][CH:20]=[CH:19][CH:18]=1)=[CH:14][C:13]([CH3:23])=[C:12]([CH3:24])[CH:11]=2)[CH3:2].C1COCC1>[C].[Pd].C(O)C>[CH2:1]([O:3][C:4](=[O:27])[CH2:5][CH2:6][C:7]1[N:8]([CH3:26])[C:9](=[O:25])[C:10]2[C:15]([C:16]=1[C:17]1[CH:18]=[CH:19][CH:20]=[CH:21][CH:22]=1)=[CH:14][C:13]([CH3:23])=[C:12]([CH3:24])[CH:11]=2)[CH3:2] |f:2.3|. Reported procedure: A mixture of the compound (1.0 g) obtained in Step 2, 10% palladium-carbon (300 mg), THF (15 ml) and ethanol (15 ml) was stirred for 1.5 hours at room temperature under hydrogen atmosphere. The catalyst was filtered off. From the filtrate was distilled off the solvent. The residue was dissolved in ethyl acetate, which was washed with 2N-HCl, an aqueous solution of sodium hydrogencarbonate and water, successively, followed by drying (MgSO4). The solvent was distilled off to leave 3-(1,2-dihydro-2... Reactants: Oc1ccc(Cl)cc1Br, COC(=O)C(C)Br, COCCOC, [K+], [K+], O=C([O-])[O-]. Yields the product COC(=O)C(C)Oc1ccc(Cl)cc1Br. Reaction SMILES: [Br:1][c:2]1[c:3]([OH:9])[cH:4][cH:5][c:6]([Cl:8])[cH:7]1.[CH3:10][O:11][C:12]([CH:13]([CH3:14])[Br:15])=[O:16].[CH3:23][O:24][CH2:25][CH2:26][O:27][CH3:28].[K+:17].[K+:18].[O-:19][C:20]([O-:21])=[O:22]>>[Br:1][c:2]1[c:3]([O:9][CH:13]([C:12]([O:11][CH3:10])=[O:16])[CH3:14])[cH:4][cH:5][c:6]([Cl:8])[cH:7]1. Starting materials: N(=O)[O-].[Na+] (sodium nitrite), C1(=CC=CC=C1)C (toluene), cuprous chloride, Cl (hydrochloric acid), NC1=C(C=CC(=C1)SC1=CC=C(C=C1)Br)[N+](=O)[O-] (2-amino-4-(4-bromophenylthio)nitrobenzene), cuprous chloride, Cl (hydrochloric acid), resultant mixture, diazonium salt, S(N)(O)(=O)=O (sulphamic acid), starch iodide. Solvent: O (water), O (water), C(C)(=O)O (acetic acid). The product is BrC1=CC=C(C=C1)SC1=CC(=C(C=C1)[N+](=O)[O-])Cl (4-(4-Bromophenylthio)-2-chloro-nitrobenzene). Reaction SMILES: N[C:2]1[CH:7]=[C:6]([S:8][C:9]2[CH:14]=[CH:13][C:12]([Br:15])=[CH:11][CH:10]=2)[CH:5]=[CH:4][C:3]=1[N+:16]([O-:18])=[O:17].N([O-])=O.[Na+].S(=O)(=O)(O)N.C1(C)C=CC=CC=1.[ClH:35]>C(O)(=O)C.O>[Br:15][C:12]1[CH:13]=[CH:14][C:9]([S:8][C:6]2[CH:5]=[CH:4][C:3]([N+:16]([O-:18])=[O:17])=[C:2]([Cl:35])[CH:7]=2)=[CH:10][CH:11]=1 |f:1.2|. Procedure details: A solution of 2-amino-4-(4-bromophenylthio)nitrobenzene (Method 15) (2.25 g) in warm glacial acetic acid (13 ml) was poured onto ice (20 ml). Concentrated hydrochloric acid (3.95 ml) was added and the mixture was stirred and cooled to <5° C. A solution of sodium nitrite (0.524 g) in water (5 ml) was added over 7 minutes and the mixture was stirred for 2 hours at 0-5° C. Aqueous sulphamic acid solution (10% w/v) was added until a negative starch iodide test was observed. Meanwhile toluene was add... The reactants are CN1N=CC(=C1)C=1SC=C(N1)C(=O)O (2-(1-methyl-1H-pyrazol-4-yl)thiazole-4-carboxylic acid), N[C@@H](CN1N=C(C=C1)C1=CC(=C(C#N)C=C1)Cl)C ((R)-4-(1-(2-aminopropyl)-1H-pyrazol-3-yl)-2-chlorobenzonitrile). The product is ClC=1C=C(C=CC1C#N)C1=NN(C=C1)C[C@@H](C)NC(=O)C=1N=C(SC1)C=1C=NN(C1)C ((R)—N-(1-(3-(3-chloro-4-cyanophenyl)-1H-pyrazol-1-yl)propan-2-yl)-2-(1-methyl-1H-pyrazol-4-yl)thiazole-4-carboxamide). Isolated yield 76.0%. Reaction SMILES: [CH3:1][N:2]1[CH:6]=[C:5]([C:7]2[S:8][CH:9]=[C:10]([C:12]([OH:14])=O)[N:11]=2)[CH:4]=[N:3]1.[NH2:15][C@H:16]([CH3:32])[CH2:17][N:18]1[CH:22]=[CH:21][C:20]([C:23]2[CH:30]=[CH:29][C:26]([C:27]#[N:28])=[C:25]([Cl:31])[CH:24]=2)=[N:19]1>>[Cl:31][C:25]1[CH:24]=[C:23]([C:20]2[CH:21]=[CH:22][N:18]([CH2:17][C@H:16]([NH:15][C:12]([C:10]3[N:11]=[C:7]([C:5]4[CH:4]=[N:3][N:2]([CH3:1])[CH:6]=4)[S:8][CH:9]=3)=[O:14])[CH3:32])[N:19]=2)[CH:30]=[CH:29][C:26]=1[C:27]#[N:28]. Reported procedure: (R)—N-(1-(3-(3-chloro-4-cyanophenyl)-1H-pyrazol-1-yl)propan-2-yl)-2-(1-methyl-1H-pyrazol-4-yl)thiazole-4-carboxamide was prepared using the method of Example 34(d) starting from 2-(1-methyl-1H-pyrazol-4-yl)thiazole-4-carboxylic acid (0.254 g, 1.215 mmol) and (R)-4-(1-(2-aminopropyl)-1H-pyrazol-3-yl)-2-chlorobenzonitrile (0.4 g, 1.457 mmol). The product was triturated using diethyl ether. Yield 76%. 1H-NMR (400 MHz; DMSO-d6): δ 1.17 (d, 3H), 3.90 (s, 3H), 4.35 (dd, 1H), 4.42 (dd, 1H), 4.50 (m, 1H... Starting materials: CN(C)CC1=CC2=C(CN(CC2)C(=O)C2CCN(CC2)C(C2=CC=CC=C2)=O)O1 (N,N-Dimethyl-[6-(1-benzoylpiperidine-4-carbonyl)-4,5,6,7-tetrahydrofuro[2,3-c]pyridin-2-ylmethyl]amine), Cl (hydrogen chloride). Solvent: CO (methanol), C(C)(=O)OCC (ethyl acetate). Yields the product Cl.CN(C)CC1=CC2=C(CN(CC2)C(=O)C2CCN(CC2)C(C2=CC=CC=C2)=O)O1 (N,N-dimethyl-[6-(1-benzoylpiperidine-4-carbonyl)-4,5,6,7-tetrahydrofuro[2,3-c]pyridin-2-ylmethyl]amine hydrochloride). Reaction SMILES: [CH3:1][N:2]([CH2:4][C:5]1[O:29][C:8]2[CH2:9][N:10]([C:13]([CH:15]3[CH2:20][CH2:19][N:18]([C:21](=[O:28])[C:22]4[CH:27]=[CH:26][CH:25]=[CH:24][CH:23]=4)[CH2:17][CH2:16]3)=[O:14])[CH2:11][CH2:12][C:7]=2[CH:6]=1)[CH3:3].[ClH:30]>CO.C(OCC)(=O)C>[ClH:30].[CH3:3][N:2]([CH2:4][C:5]1[O:29][C:8]2[CH2:9][N:10]([C:13]([CH:15]3[CH2:20][CH2:19][N:18]([C:21](=[O:28])[C:22]4[CH:23]=[CH:24][CH:25]=[CH:26][CH:27]=4)[CH2:17][CH2:16]3)=[O:14])[CH2:11][CH2:12][C:7]=2[CH:6]=1)[CH3:1] |f:4.5|. Reported procedure: N,N-Dimethyl-[6-(1-benzoylpiperidine-4-carbonyl)-4,5,6,7-tetrahydrofuro[2,3-c]pyridin-2-ylmethyl]amine 0.330 g was dissolved in 2 ml of methanol; hydrogen chloride in ethyl acetate was added in excess, followed by stirring. This mixture was concentrated and washed with diethyl ether to yield the desired product. The reactants are NC=1C=C(C(=O)NC2=CC=CC=C2)C=CC1OC (3-amino-4-methoxy-N-phenyl-benzamide), IC1=CC(=CC=C1)[N+](=O)[O-] (1-iodo-3-nitrobenzene), C([O-])([O-])=O.[K+].[K+] (potassium carbonate). Reagents/catalysts: [Cu]I (copper(I) iodide). Run in C1(=CC(=CC(=C1)C)C)C (mesitylene), O1CCCC1 (tetrahydrofuran), C(C)(=O)OCC (ethyl acetate). Conditions: time 48 hour. Product: [N+](=O)([O-])C=1C=C(C=CC1)NC=1C=C(C(=O)NC2=CC=CC=C2)C=CC1OC (3-(3-Nitro-phenylamino)-4-methoxy-N-phenyl-benzamide). Isolated yield 6.2%. Reaction SMILES: [NH2:1][C:2]1[CH:3]=[C:4]([CH:14]=[CH:15][C:16]=1[O:17][CH3:18])[C:5]([NH:7][C:8]1[CH:13]=[CH:12][CH:11]=[CH:10][CH:9]=1)=[O:6].I[C:20]1[CH:25]=[CH:24][CH:23]=[C:22]([N+:26]([O-:28])=[O:27])[CH:21]=1.C(=O)([O-])[O-].[K+].[K+]>C1(C)C=C(C)C=C(C)C=1.O1CCCC1.C(OCC)(=O)C.[Cu]I>[N+:26]([C:22]1[CH:21]=[C:20]([NH:1][C:2]2[CH:3]=[C:4]([CH:14]=[CH:15][C:16]=2[O:17][CH3:18])[C:5]([NH:7][C:8]2[CH:13]=[CH:12][CH:11]=[CH:10][CH:9]=2)=[O:6])[CH:25]=[CH:24][CH:23]=1)([O-:28])=[O:27] |f:2.3.4|. Reported procedure: A mixture of 3-amino-4-methoxy-N-phenyl-benzamide (2.0 g, 8 mmol), 1-iodo-3-nitrobenzene (2.5 g, 10 mmol), potassium carbonate (2.8 g, 20 mmol), and copper(I) iodide (0.4 g, 2 mmol) in mesitylene (20 mL) was stirred under an inert atmosphere and heated to reflux. After 48 hours, the mixture was allowed to cool and was then diluted with tetrahydrofuran (100 mL) and filtered through Celite. The filtrate was stripped of solvent under reduced pressure to leave an oily residue which was dissolved in ...